This data is from the Open Reaction Database (ORD), a public repository of structured organic reaction records. The task is: describe an organic reaction: reactants, conditions, products, and yield Starting materials: CC1(C(=C(C(O1)=O)N1C(C2=CC=CC=C2C1=O)=O)C1=CC=CC=C1)C (2-(5,5-dimethyl-2-oxo4-phenyl-2,5-dihydro-3-furanyl)-1H-isoindole-1,3(2H)-dione), O.NN (hydrazine hydrate). Solvent: C1CCOC1 (THF), CO (MeOH), CCOC(=O)C (EtOAc). Run at time 8 hour. Yields the product NC=1C(OC(C1C1=CC=CC=C1)(C)C)=O (3-amino-5,5-dimethyl-4-phenyl-2(5H)-furanone). RXN SMILES: [CH3:1][C:2]1([CH3:25])[O:6][C:5](=[O:7])[C:4]([N:8]2C(=O)C3C(=CC=CC=3)C2=O)=[C:3]1[C:19]1[CH:24]=[CH:23][CH:22]=[CH:21][CH:20]=1.O.NN>C1COCC1.CO.CCOC(C)=O>[NH2:8][C:4]1[C:5](=[O:7])[O:6][C:2]([CH3:1])([CH3:25])[C:3]=1[C:19]1[CH:24]=[CH:23][CH:22]=[CH:21][CH:20]=1 |f:1.2|. Procedure details: To a 0° C. solution of 2-(5,5-dimethyl-2-oxo4-phenyl-2,5-dihydro-3-furanyl)-1H-isoindole-1,3(2H)-dione (0.90 g, 2.7 mmol) in THF (40 mL) and MeOH (30 mL) was added hydrazine hydrate (1 mL). The mixture was stirred overnight then diluted with EtOAc and washed with saturated NH4Cl. The organic phase was concentrated, then dissolved in dichloromethane, washed with brine, filtered through cotton and concentrated. This material was combined with the 0.29 g from the previous step and purified by flash... Reactants: [OH-].[Na+] (NaOH), O (water), COC(C(CC1=CC=CC=C1)OC1=C(C2=CC=C(C=C2C=C1)CNC(=O)C=1OC(=CC1)OC1=CC(=CC(=C1)Cl)Cl)Br)=O (2-[1-bromo-6-({[5-(3,5-dichloro-phenoxy)-furan-2-carbonyl]-amino}-methyl)-naphthalen-2-yloxy]-3-phenyl-propionic acid methyl ester). The solvent is CO (methanol). Reaction conditions: time 8 hour. Product: BrC1=C(C=CC2=CC(=CC=C12)CNC(=O)C=1OC(=CC1)OC1=CC(=CC(=C1)Cl)Cl)OC(C(=O)O)CC1=CC=CC=C1 (2-[1-Bromo-6-({[5-(3,5-dichloro-phenoxy)-furan-2-carbonyl]-amino}-methyl)-naphthalen-2-yloxy]-3-phenyl-propionic acid). Yield: 27.2%. Reaction SMILES: C[O:2][C:3](=[O:42])[CH:4]([O:12][C:13]1[CH:22]=[CH:21][C:20]2[C:15](=[CH:16][CH:17]=[C:18]([CH2:23][NH:24][C:25]([C:27]3[O:28][C:29]([O:32][C:33]4[CH:38]=[C:37]([Cl:39])[CH:36]=[C:35]([Cl:40])[CH:34]=4)=[CH:30][CH:31]=3)=[O:26])[CH:19]=2)[C:14]=1[Br:41])[CH2:5][C:6]1[CH:11]=[CH:10][CH:9]=[CH:8][CH:7]=1.[OH-].[Na+].O>CO>[Br:41][C:14]1[C:15]2[C:20](=[CH:19][C:18]([CH2:23][NH:24][C:25]([C:27]3[O:28][C:29]([O:32][C:33]4[CH:38]=[C:37]([Cl:39])[CH:36]=[C:35]([Cl:40])[CH:34]=4)=[CH:30][CH:31]=3)=[O:26])=[CH:17][CH:16]=2)[CH:21]=[CH:22][C:13]=1[O:12][CH:4]([CH2:5][C:6]1[CH:7]=[CH:8][CH:9]=[CH:10][CH:11]=1)[C:3]([OH:42])=[O:2] |f:1.2|. Procedure: A mixture of 2-[1-bromo-6-({[5-(3,5-dichloro-phenoxy)-furan-2-carbonyl]-amino}-methyl)-naphthalen-2-yloxy]-3-phenyl-propionic acid methyl ester (0.34 g, 0.508 mmol), prepared in the previous step, 1N NaOH (1.50 mL, 1.5 mmol), 5 mL of water and 50 mL of methanol was stirred under nitrogen at room temperature for 18 h (overnight). The methanol was removed under reduced pressure. The solid that formed was collected by filtration and identified as the sodium salt salt of 2-[1-bromo-6-({[5-(3,5-dichl... The reactants are 20, OCCC1=C(N=C2SCCCN2C1=O)C (3,4-dihydro-7-(2-hydroxyethyl)-8-methyl-2H,6H-pyrimido[2,1-b][1,3]thiazin-6-one), Br (hydrobromic acid). Solvent: C(C)(=O)O (acetic acid), C(C)(=O)O (acetic acid). Reaction conditions: time 8 hour. The product is 24, Br.BrCCC1=C(N=C2SCCCN2C1=O)C (7-(2-bromoethyl)-3,4-dihydro-8-methyl-2H,6H-pyrimido[2,1-b][1,3]thiazin-6-one monohydrobromide). Isolated yield 100.0%. Reaction SMILES: O[CH2:2][CH2:3][C:4]1[C:13](=[O:14])[N:12]2[C:7]([S:8][CH2:9][CH2:10][CH2:11]2)=[N:6][C:5]=1[CH3:15].[BrH:16]>C(O)(=O)C>[BrH:16].[Br:16][CH2:2][CH2:3][C:4]1[C:13](=[O:14])[N:12]2[C:7]([S:8][CH2:9][CH2:10][CH2:11]2)=[N:6][C:5]=1[CH3:15] |f:3.4|. Procedure: A mixture of 20 parts of 3,4-dihydro-7-(2-hydroxyethyl)-8-methyl-2H,6H-pyrimido[2,1-b][1,3]thiazin-6-one, 50 parts of acetic acid and 180 parts of a hydrobromic acid solution 67% in acetic acid was stirred and heated to reflux. Stirring was continued overnight at reflux temperature. The reaction mixture was evaporated and the solid residue was triturated in 2-propanone. The product was filtered off and dried, yielding 24 parts (100%) of 7-(2-bromoethyl)-3,4-dihydro-8-methyl-2H,6H-pyrimido[2,1-b]... Starting materials: BrC1=CC=C2N1CC1(N(C2=O)CCN1)C1=CC=C(C=C1)OC (8-bromo-10a-(4-methoxyphenyl)-2,3,10,10a-tetrahydro-1H,5H-imidazo[1,2-a]pyrrolo[1,2-d]pyrazin-5-one), palladium(0) tetrakistriphenylphosphine, CN(C)C=O (DMF). Reagents/catalysts: [C-]#N.[Zn+2].[C-]#N (zinc cyanide). Reaction conditions: temperature 160 celsius. Product: COC1=CC=C(C=C1)C12N(C(C=3N(C1)C(=CC3)C#N)=O)CCN2 (10a-(4-methoxyphenyl)-5-oxo-2,3,10,10a-tetrahydro-1H,5H-imidazo[1,2-a]pyrrolo[1,2-d]pyrazine-8-carbonitrile). The yield is 71.0%. RXN SMILES: Br[C:2]1[N:6]2[CH2:7][C:8]3([C:15]4[CH:20]=[CH:19][C:18]([O:21][CH3:22])=[CH:17][CH:16]=4)[NH:14][CH2:13][CH2:12][N:9]3[C:10](=[O:11])[C:5]2=[CH:4][CH:3]=1.[CH3:23][N:24](C=O)C>[C-]#N.[Zn+2].[C-]#N>[CH3:22][O:21][C:18]1[CH:19]=[CH:20][C:15]([C:8]23[NH:14][CH2:13][CH2:12][N:9]2[C:10](=[O:11])[C:5]2[N:6]([C:2]([C:23]#[N:24])=[CH:3][CH:4]=2)[CH2:7]3)=[CH:16][CH:17]=1 |f:2.3.4|. Procedure details: 8-bromo-10a-(4-methoxyphenyl)-2,3,10,10a-tetrahydro-1H,5H-imidazo[1,2-a]pyrrolo[1,2-d]pyrazin-5-one (50 mg, 0.14 mmol), zinc cyanide (24 mg, 0.20 mmol) and palladium(0) tetrakistriphenylphosphine (32 mg, 0.03 mmol) were suspended in dry DMF (2.5 mL) in a microwave vial flushed with argon. The mixture was heated in the microwave at 160° C. for 20 minutes. Water was added and the mixture extracted with CH2Cl2. The organic layers were dried (MgSO4), filtrated and concentrated in vacuo. The resultin...